From a dataset of the Open Reaction Database (ORD), a public repository of structured organic reaction records. describe an organic reaction: reactants, conditions, products, and yield Reactants: C(C)OC(=O)C1(CCNCC1)CCOC (4-(2-methoxy-ethyl)-piperidine-4-carboxylic acid ethyl ester), C1(CCC1)CS(=O)(=O)Cl (cyclobutyl-methanesulfonyl chloride), C(C)(C)OC1=CC=C(N)C=C1 (4-isopropoxy-aniline). Yields the product C1(CCC1)CS(=O)(=O)N1CCC2(CCN(C2=O)C2=CC=C(C=C2)OC(C)C)CC1 (8-Cyclobutylmethanesulfonyl-2-(4-isopropoxy-phenyl)-2,8-diaza-spiro[4.5]decan-1-one). RXN SMILES: C(O[C:4]([C:6]1([CH2:12][CH2:13]OC)[CH2:11][CH2:10][NH:9][CH2:8][CH2:7]1)=[O:5])C.[CH:16]1([CH2:20][S:21](Cl)(=[O:23])=[O:22])[CH2:19][CH2:18][CH2:17]1.[CH:25]([O:28][C:29]1[CH:35]=[CH:34][C:32]([NH2:33])=[CH:31][CH:30]=1)([CH3:27])[CH3:26]>>[CH:16]1([CH2:20][S:21]([N:9]2[CH2:8][CH2:7][C:6]3([C:4](=[O:5])[N:33]([C:32]4[CH:31]=[CH:30][C:29]([O:28][CH:25]([CH3:27])[CH3:26])=[CH:35][CH:34]=4)[CH2:13][CH2:12]3)[CH2:11][CH2:10]2)(=[O:23])=[O:22])[CH2:19][CH2:18][CH2:17]1. Reported procedure: Light brown solid. MS (ESI): 421.21 (MH+). This example was prepared in analogy to example 1 step C) to D) from 4-(2-methoxy-ethyl)-piperidine-4-carboxylic acid ethyl ester (example 1 step B)), cyclobutyl-methanesulfonyl chloride, 4-isopropoxy-aniline. Starting materials: CCc1ccc(-c2c(I)oc3ncnc(OC4CCCN(Cc5ccccc5)C4)c23)cc1, CS(C)=O, OB(O)c1ccccc1F, [Na+], [Na+], O=C([O-])[O-]. Product: CCc1ccc(-c2c(-c3ccccc3F)oc3ncnc(OC4CCCN(Cc5ccccc5)C4)c23)cc1. As a reaction SMILES: [CH2:7]([c:8]1[cH:9][cH:10][cH:11][cH:12][cH:13]1)[N:14]1[CH2:15][CH:16]([O:20][c:21]2[c:22]3[c:23]([n:24][cH:25][n:26]2)[o:27][c:28]([I:38])[c:29]3-[c:30]2[cH:31][cH:32][c:33]([CH2:36][CH3:37])[cH:34][cH:35]2)[CH2:17][CH2:18][CH2:19]1.[CH3:49][S:50]([CH3:51])=[O:52].[F:39][c:40]1[c:41]([B:46]([OH:47])[OH:48])[cH:42][cH:43][cH:44][cH:45]1.[Na+:1].[Na+:2].[O-:3][C:4](=[O:5])[O-:6]>>[CH2:7]([c:8]1[cH:9][cH:10][cH:11][cH:12][cH:13]1)[N:14]1[CH2:15][CH:16]([O:20][c:21]2[c:22]3[c:23]([n:24][cH:25][n:26]2)[o:27][c:28](-[c:41]2[c:40]([F:39])[cH:45][cH:44][cH:43][cH:42]2)[c:29]3-[c:30]2[cH:31][cH:32][c:33]([CH2:36][CH3:37])[cH:34][cH:35]2)[CH2:17][CH2:18][CH2:19]1. Starting materials: CC(C#CC1=CC=2[C@]3(C4=CC(=CC=C4OC2C=C1)C=1C=NC=NC1)N=C(OC3)N)(C)C ((R)-2′-(3,3-dimethylbut-1-ynyl)-7′-(pyrimidin-5-yl)-5H-spiro[oxazole-4,9′-xanthen]-2-amine). The reagents and catalysts are [Pd] (palladium on carbon). Run in C(C)O (ethanol). Conditions: time 12 hour. Yields the product CC(CCC1=CC=2[C@]3(C4=CC(=CC=C4OC2C=C1)C=1C=NC=NC1)N=C(OC3)N)(C)C ((R)-2′-(3,3-dimethylbutyl)-7′-(pyrimidin-5-yl)-5H-spiro[oxazole-4,9′-xanthen]-2-amine). As a reaction SMILES: [CH3:1][C:2]([CH3:31])([CH3:30])[C:3]#[C:4][C:5]1[CH:18]=[CH:17][C:16]2[O:15][C:14]3[C:9](=[CH:10][C:11]([C:19]4[CH:20]=[N:21][CH:22]=[N:23][CH:24]=4)=[CH:12][CH:13]=3)[C@@:8]3([CH2:28][O:27][C:26]([NH2:29])=[N:25]3)[C:7]=2[CH:6]=1>[Pd].C(O)C>[CH3:1][C:2]([CH3:31])([CH3:30])[CH2:3][CH2:4][C:5]1[CH:18]=[CH:17][C:16]2[O:15][C:14]3[C:9](=[CH:10][C:11]([C:19]4[CH:20]=[N:21][CH:22]=[N:23][CH:24]=4)=[CH:12][CH:13]=3)[C@@:8]3([CH2:28][O:27][C:26]([NH2:29])=[N:25]3)[C:7]=2[CH:6]=1. Procedure: (R)-2′-(3,3-dimethylbut-1-ynyl)-7′-(pyrimidin-5-yl)-5H-spiro[oxazole-4,9′-xanthen]-2-amine (400 mg, 0.974 mmol) and palladium on carbon (104 mg, 0.974 mmol) were combined in 20 ml of ethanol and stirred under an atmosphere of hydrogen for 12 hours. The solution is filtered thru celite and concentrated. The product is purified via silica gel column chromatography (RediSep 80 g column) using 0-10% methanol in ethyl acetate to afford (R)-2′-(3,3-dimethylbutyl)-7′-(pyrimidin-5-yl)-5H-spiro[oxazole-4... The reactants are ClCCCl, NC(c1ccnc(F)c1)C(O)c1cccc(C(F)(F)F)c1, [Na+], O=C([O-])O, O=C1CCCC1. Yields the product OC(c1cccc(C(F)(F)F)c1)C(NC1CCCC1)c1ccnc(F)c1. RXN SMILES: [Cl:33][CH2:34][CH2:35][Cl:36].[NH2:1][CH:2]([CH:3]([OH:4])[c:5]1[cH:6][c:7]([C:11]([F:12])([F:13])[F:14])[cH:8][cH:9][cH:10]1)[c:15]1[cH:16][c:17]([F:21])[n:18][cH:19][cH:20]1.[Na+:32].[O-:28][C:29]([OH:30])=[O:31].[O:22]=[C:23]1[CH2:24][CH2:25][CH2:26][CH2:27]1>>[NH:1]([CH:2]([CH:3]([OH:4])[c:5]1[cH:6][c:7]([C:11]([F:12])([F:13])[F:14])[cH:8][cH:9][cH:10]1)[c:15]1[cH:16][c:17]([F:21])[n:18][cH:19][cH:20]1)[CH:23]1[CH2:24][CH2:25][CH2:26][CH2:27]1. Reactants: O=Cc1cc(Br)ccc1F, O=C([O-])[O-], CCOC(=O)Cc1cccc(O)c1, C1COCCO1, [K+], [K+]. Reaction SMILES: [Br:14][c:15]1[cH:16][cH:17][c:18]([F:23])[c:19]([CH:20]=[O:21])[cH:22]1.[C:24](=[O:25])([O-:26])[O-:27].[CH2:1]([CH3:2])[O:3][C:4]([CH2:5][c:6]1[cH:7][c:8]([OH:12])[cH:9][cH:10][cH:11]1)=[O:13].[CH2:30]1[O:31][CH2:32][CH2:33][O:34][CH2:35]1.[K+:28].[K+:29]>>[CH2:1]([CH3:2])[O:3][C:4]([CH2:5][c:6]1[cH:7][c:8]([O:12][c:18]2[cH:17][cH:16][c:15]([Br:14])[cH:22][c:19]2[CH:20]=[O:21])[cH:9][cH:10][cH:11]1)=[O:13]. Yields the product CCOC(=O)Cc1cccc(Oc2ccc(Br)cc2C=O)c1. Procedure: N-Methyl-4-nitrophenethylamine (0.84 g, 4.7 mmole), 2-bromomethyl-6-nitrobenzofuran (1.2 g, 4.7 mmole), sodium iodide (0.7 g, 4.7 mmole) and potassium carbonate (0.71 g, 5.2 mmole) were heated in acetonitrile at the reflux temperature for 18 hours. The cooled reaction mixture was then filtered and the filtrate evaporated to dryness and purified by chromatography on silica eluting with methylene chloride/hexane (1:1) followed by methylene chloride/methanol (19:1). The product-containing fractions... Reactants: CNCCC1=CC=C(C=C1)[N+](=O)[O-] (N-Methyl-4-nitrophenethylamine), BrCC=1OC2=C(C1)C=CC(=C2)[N+](=O)[O-] (2-bromomethyl-6-nitrobenzofuran), [I-].[Na+] (sodium iodide), C([O-])([O-])=O.[K+].[K+] (potassium carbonate), C(C)#N (acetonitrile). Reaction SMILES: [CH3:1][NH:2][CH2:3][CH2:4][C:5]1[CH:10]=[CH:9][C:8]([N+:11]([O-:13])=[O:12])=[CH:7][CH:6]=1.Br[CH2:15][C:16]1[O:17][C:18]2[CH:24]=[C:23]([N+:25]([O-:27])=[O:26])[CH:22]=[CH:21][C:19]=2C=1.[I-].[Na+].C(=O)([O-])[O-].[K+].[K+].C(#[N:38])C>>[CH3:1][N:2]([CH2:3][CH2:4][C:5]1[CH:10]=[CH:9][C:8]([N+:11]([O-:13])=[O:12])=[CH:7][CH:6]=1)[CH2:15][C:16]1[O:17][C:18]2[CH:24]=[C:23]([N+:25]([O-:27])=[O:26])[CH:22]=[CH:21][C:19]=2[N:38]=1 |f:2.3,4.5.6|. Product: CN(CC=1OC2=C(N1)C=CC(=C2)[N+](=O)[O-])CCC2=CC=C(C=C2)[N+](=O)[O-] (N-Methyl-N-(6-nitrobenzoxazol-2-ylmethyl)-4-nitrophenethylamine).